describe an organic reaction: reactants, conditions, products, and yield From a dataset of the Open Reaction Database (ORD), a public repository of structured organic reaction records. The reactants are C(C=C)N1N=C2C(=CN(C=3C=CC=CC23)CC2=CC=C(C=C2)F)C1=O (2-Allyl-5-(4-fluorobenzyl)-2,5-dihydro-3H-pyrazolo[4,3-c]quinolin-3-one). The reagents and catalysts are [Pd] (palladium on carbon). Run in CO (methanol). Conditions: time 4 hour. Yields the product FC1=CC=C(CN2C=C3C(C=4C=CC=CC24)=NN(C3=O)CCC)C=C1 (5-(4-Fluorobenzyl)-2-propyl-2,5-dihydro-3H-pyrazolo[4,3-c]quinolin-3-one). RXN SMILES: [CH2:1]([N:4]1[C:24](=[O:25])[C:7]2=[CH:8][N:9]([CH2:16][C:17]3[CH:22]=[CH:21][C:20]([F:23])=[CH:19][CH:18]=3)[C:10]3[CH:11]=[CH:12][CH:13]=[CH:14][C:15]=3[C:6]2=[N:5]1)[CH:2]=[CH2:3]>CO.[Pd]>[F:23][C:20]1[CH:19]=[CH:18][C:17]([CH2:16][N:9]2[C:10]3[CH:11]=[CH:12][CH:13]=[CH:14][C:15]=3[C:6]3=[N:5][N:4]([CH2:1][CH2:2][CH3:3])[C:24](=[O:25])[C:7]3=[CH:8]2)=[CH:22][CH:21]=1. Procedure details: 2-Allyl-5-(4-fluorobenzyl)-2,5-dihydro-3H-pyrazolo[4,3-c]quinolin-3-one (Example 764, 20 mg, 0.060 mmol) was dissolved in methanol (3 mL), treated with palladium on carbon (2 mg, 10 wt % on activated carbon, 0.1 wt equiv) sparged under an atmosphere of hydrogen (1 atm) and stirred for 4 hours at ambient temperature. The mixture was sparged under an atmosphere of nitrogen, filtered through a pad of Celite and the filtrate was concentrated in vacuo, providing the titled compound: 1H-NMR (400 MHz, ...